From a dataset of the Open Reaction Database (ORD), a public repository of structured organic reaction records. describe an organic reaction: reactants, conditions, products, and yield The reactants are CC1(CC=C(C=2C=C(C=CC12)C#CC1=CC=C(C(=O)OCC)C=C1)C(C)(C)C)C (ethyl 4-[(7,8-dihydro-8,8-dimethyl-5-(1,1-dimethylethyl)naphth-3-yl)ethynyl]benzoate), CC1(CC=C(C=2C=C(C=CC12)C#CC1=CC=C(C(=O)OCC)C=C1)C(C)(C)C)C (ethyl 4-[(7,8-dihydro-8,8-dimethyl-5-(1,1-dimethylethyl)naphth-3-yl)ethynyl]benzoate), LiOH-. The solvent is C1CCOC1.O (THF water). The product is CC1(CC=C(C=2C=C(C=CC12)C#CC1=CC=C(C(=O)O)C=C1)C(C)(C)C)C (4-[(7,8-dihydro-8,8-dimethyl-5-(1,1-dimethylethyl)naphth-3-yl)ethynyl]benzoic acid). RXN SMILES: [CH3:1][C:2]1([CH3:29])[C:11]2[CH:10]=[CH:9][C:8]([C:12]#[C:13][C:14]3[CH:24]=[CH:23][C:17]([C:18]([O:20]CC)=[O:19])=[CH:16][CH:15]=3)=[CH:7][C:6]=2[C:5]([C:25]([CH3:28])([CH3:27])[CH3:26])=[CH:4][CH2:3]1>C1COCC1.O>[CH3:1][C:2]1([CH3:29])[C:11]2[CH:10]=[CH:9][C:8]([C:12]#[C:13][C:14]3[CH:15]=[CH:16][C:17]([C:18]([OH:20])=[O:19])=[CH:23][CH:24]=3)=[CH:7][C:6]=2[C:5]([C:25]([CH3:28])([CH3:27])[CH3:26])=[CH:4][CH2:3]1 |f:1.2|. Procedure details: A solution of 24.0 mg (0.06 mmol) of ethyl 4-[(7,8-dihydro-8,8-dimethyl-5-(1,1-dimethylethyl)-naphth-3-yl)ethynyl]benzoate (Compound 71) and 6.5 mg (0.16 mmol) of LiOH--H2O in 3 mL THF/water (3:1, v/v) was stirred overnight (22 hours) at room temperature. The reaction mixture was extracted with Et2O and the layers were separated. The aqueous layer was acidified with HCl (1M aqueous solution) and then extracted with EtOAc. The organic phase was dried over Na2SO4 and concentrated in vacuo to give ... Starting materials: CCc1cc(-c2ccccc2)c2c(c1)C1CN(C(=O)OC(C)(C)C)CC1NC2=O, Cl. Yields the product CCc1cc(-c2ccccc2)c2c(c1)C1CNCC1NC2=O, Cl. As a reaction SMILES: [CH2:1]([CH3:2])[c:3]1[cH:4][c:5]2[c:10]([c:11](-[c:13]3[cH:14][cH:15][cH:16][cH:17][cH:18]3)[cH:12]1)[C:9](=[O:19])[NH:8][CH:7]1[CH:6]2[CH2:22][N:21]([C:23]([O:24][C:25]([CH3:26])([CH3:27])[CH3:28])=[O:29])[CH2:20]1.[ClH:30]>>[CH2:1]([CH3:2])[c:3]1[cH:4][c:5]2[c:10]([c:11](-[c:13]3[cH:14][cH:15][cH:16][cH:17][cH:18]3)[cH:12]1)[C:9](=[O:19])[NH:8][CH:7]1[CH:6]2[CH2:22][NH:21][CH2:20]1.[ClH:30]. Starting materials: C(C)(C)(C)OC(=O)N1C(CC(C1)OC1=NC=CC2=CC(=CC=C12)OC)C(NC1(C(C1)CC)C(=O)O)=O (2-(1-carboxy-2-ethyl-cyclopropylcarbamoyl)-4-(6-methoxy-isoquinolin-1-yloxy)-pyrrolidine-1-carboxylic acid tert-butyl ester), C(C)C1(CC1)OS(N)(=O)=O (sulfamic acid 1-ethyl-cyclopropyl ester). Yields the product C(C)(C)(C)OC(=O)N1C(CC(C1)OC1=NC=CC2=CC(=CC=C12)OC)C(NC1(C(C1)CC)C(=O)NS(=O)(=O)OC1(CC1)CC)=O (2-[2-Ethyl-1-(1-ethyl-cyclopropoxysulfonylaminocarbonyl)-cyclopropylcarbamoyl]-4-(6-methoxy-isoquinolin-1-yloxy)-pyrrolidine-1-carboxylic acid tert-butyl ester), acylsulfamate. Isolated yield 51.0%. As a reaction SMILES: [C:1]([O:5][C:6]([N:8]1[CH2:12][CH:11]([O:13][C:14]2[C:23]3[C:18](=[CH:19][C:20]([O:24][CH3:25])=[CH:21][CH:22]=3)[CH:17]=[CH:16][N:15]=2)[CH2:10][CH:9]1[C:26](=[O:36])[NH:27][C:28]1([C:33](O)=[O:34])[CH2:30][CH:29]1[CH2:31][CH3:32])=[O:7])([CH3:4])([CH3:3])[CH3:2].[CH2:37]([C:39]1([O:42][S:43](=[O:46])(=[O:45])[NH2:44])[CH2:41][CH2:40]1)[CH3:38]>>[C:1]([O:5][C:6]([N:8]1[CH2:12][CH:11]([O:13][C:14]2[C:23]3[C:18](=[CH:19][C:20]([O:24][CH3:25])=[CH:21][CH:22]=3)[CH:17]=[CH:16][N:15]=2)[CH2:10][CH:9]1[C:26](=[O:36])[NH:27][C:28]1([C:33]([NH:44][S:43]([O:42][C:39]2([CH2:37][CH3:38])[CH2:41][CH2:40]2)(=[O:46])=[O:45])=[O:34])[CH2:30][CH:29]1[CH2:31][CH3:32])=[O:7])([CH3:2])([CH3:3])[CH3:4]. Procedure: 2-[2-Ethyl-1-(1-ethyl-cyclopropoxysulfonylaminocarbonyl)-cyclopropylcarbamoyl]-4-(6-methoxy-isoquinolin-1-yloxy)-pyrrolidine-1-carboxylic acid tert-butyl ester was prepared according to the method presented in Example 27. Treatment of 2-(1-carboxy-2-ethyl-cyclopropylcarbamoyl)-4-(6-methoxy-isoquinolin-1-yloxy)-pyrrolidine-1-carboxylic acid tert-butyl ester (0.70 mmol) occurred under the same conditions, adjusted for scale with the exception of utilizing sulfamic acid 1-ethyl-cyclopropyl ester to...